From a dataset of the Open Reaction Database (ORD), a public repository of structured organic reaction records. describe an organic reaction: reactants, conditions, products, and yield Reactants: CCOCC, Clc1cccc(N2CCNCC2)c1, O=C=Nc1cccc2cnccc12. The product is O=C(Nc1cccc2cnccc12)N1CCN(c2cccc(Cl)c2)CC1. As a reaction SMILES: [CH3:27][CH2:28][O:29][CH2:30][CH3:31].[Cl:1][c:2]1[cH:3][cH:4][cH:5][c:6]([N:8]2[CH2:9][CH2:10][NH:11][CH2:12][CH2:13]2)[cH:7]1.[N:14](=[C:15]=[O:16])[c:17]1[c:18]2[cH:19][cH:20][n:21][cH:22][c:23]2[cH:24][cH:25][cH:26]1>>[Cl:1][c:2]1[cH:3][cH:4][cH:5][c:6]([N:8]2[CH2:9][CH2:10][N:11]([C:15]([NH:14][c:17]3[c:18]4[cH:19][cH:20][n:21][cH:22][c:23]4[cH:24][cH:25][cH:26]3)=[O:16])[CH2:12][CH2:13]2)[cH:7]1. Reactants: CC(C)=C(O)C(O)C=O, ClCCl, COc1ccc(CN)c(OC)c1, [Mg+2], O=S(=O)([O-])[O-]. Product: COc1ccc(CN=CC(O)C(O)=C(C)C)c(OC)c1. RXN SMILES: [C:13]([CH3:14])([CH3:15])=[C:16]([CH:17]([CH:18]=[O:19])[OH:20])[OH:21].[CH2:28]([Cl:29])[Cl:30].[CH3:1][O:2][c:3]1[c:4]([CH2:5][NH2:6])[cH:7][cH:8][c:9]([O:11][CH3:12])[cH:10]1.[Mg+2:22].[O-:23][S:24](=[O:25])(=[O:26])[O-:27]>>[CH3:1][O:2][c:3]1[c:4]([CH2:5][N:6]=[CH:18][CH:17]([C:16](=[C:13]([CH3:14])[CH3:15])[OH:21])[OH:20])[cH:7][cH:8][c:9]([O:11][CH3:12])[cH:10]1. The reactants are C(C1=CC=CC=C1)OC1=C(C=C(C(CN(C(CC2=CC=C(C=C2)OC)C)CC2=CC=CC=C2)O)C=C1)NC=O (4-benzyloxy-3-formylamino-α-[N-benzyl-N-(1-methyl-2-p-methoxyphenylethyl)aminomethyl]benzyl alcohol), [H][H] (hydrogen). Reagents/catalysts: [Pd] (Pd/C). The product is C[C@H](CC=1C=CC(=CC1)OC)NC[C@@H](C=2C=CC(=C(C2)NC=O)O)O (Arformoterol). RXN SMILES: C([O:8][C:9]1[CH:36]=[CH:35][C:12]([CH:13]([OH:34])[CH2:14][N:15](CC2C=CC=CC=2)[CH:16]([CH3:26])[CH2:17][C:18]2[CH:23]=[CH:22][C:21]([O:24][CH3:25])=[CH:20][CH:19]=2)=[CH:11][C:10]=1[NH:37][CH:38]=[O:39])C1C=CC=CC=1.[H][H]>[Pd]>[CH3:26][C@@H:16]([NH:15][CH2:14][C@H:13]([OH:34])[C:12]1[CH:35]=[CH:36][C:9]([OH:8])=[C:10]([NH:37][CH:38]=[O:39])[CH:11]=1)[CH2:17][C:18]1[CH:23]=[CH:22][C:21]([O:24][CH3:25])=[CH:20][CH:19]=1. Procedure: 4-benzyloxy-3-formylamino-α-[N-benzyl-N-(1-methyl-2-p-methoxyphenylethyl)aminomethyl]benzyl alcohol (120 gms, 0.23 M), 10% Pd/C (12 gms) and denatured spirit (0.6 lit) were introduced in an autoclave. The reaction mass was hydrogenated by applying 4 kg hydrogen pressure at 25-30° C. for 3 hrs. The catalyst was removed by filtration and the clear filtrate concentrated under reduced pressure below 40° C. to yield the title compound. (63 gms, 80%). Reactants: ClC1=NC=CC=C1NC1CCN(CC1)C(=O)OCC1=CC=CC=C1 (benzyl 4-(2-chloro-pyridin-3-yl-amino)-piperidine-1-carboxylate), ClS(=O)(=O)N=C=O (chlorosulphonyl isocyanate), [OH-].[Na+] (sodium hydroxide), O (water). Run in C1CCOC1 (THF), C1CCOC1 (THF). Run at temperature -15 celsius, time 90 minute. Yields the product ClC1=NC=CC=C1N(C(=O)N)C1CCN(CC1)C(=O)OCC1=CC=CC=C1 (benzyl 4-[1-(2-chloro-pyridin-3-yl)-ureido]-piperidine-1-carboxylate). RXN SMILES: ClS([N:5]=[C:6]=[O:7])(=O)=O.[Cl:8][C:9]1[C:14]([NH:15][CH:16]2[CH2:21][CH2:20][N:19]([C:22]([O:24][CH2:25][C:26]3[CH:31]=[CH:30][CH:29]=[CH:28][CH:27]=3)=[O:23])[CH2:18][CH2:17]2)=[CH:13][CH:12]=[CH:11][N:10]=1.O.[OH-].[Na+]>C1COCC1>[Cl:8][C:9]1[C:14]([N:15]([CH:16]2[CH2:17][CH2:18][N:19]([C:22]([O:24][CH2:25][C:26]3[CH:27]=[CH:28][CH:29]=[CH:30][CH:31]=3)=[O:23])[CH2:20][CH2:21]2)[C:6]([NH2:5])=[O:7])=[CH:13][CH:12]=[CH:11][N:10]=1 |f:3.4|. Procedure details: 530 mL (6.1 mol) chlorosulphonyl isocyanate were placed in 6 L THF and cooled to −15° C. A solution of 1.25 kg (3.63 mol) benzyl 4-(2-chloro-pyridin-3-yl-amino)-piperidine-1-carboxylate in 7 L THF was then added dropwise to this mixture within one hour such that the temperature of the reaction mixture did not exceed −7° C. The mixture was stirred for 90 minutes at approx. −8° C. and then 700 mL water were added dropwise within 30 minutes. The mixture was stirred for 30 minutes at approx. 10° C. ... Starting materials: Fc1ccc(-c2nc3c(OCc4ccccc4)cccn3c2-c2ccnc(NC3CCCC3)n2)cc1, CCO, [H][H]. Yields the product Oc1cccn2c(-c3ccnc(NC4CCCC4)n3)c(-c3ccc(F)cc3)nc12. Reaction SMILES: [CH2:1]([c:2]1[cH:3][cH:4][cH:5][cH:6][cH:7]1)[O:8][c:9]1[c:10]2[n:11]([cH:12][cH:13][cH:14]1)[c:15](-[c:25]1[n:26][c:27]([NH:31][CH:32]3[CH2:33][CH2:34][CH2:35][CH2:36]3)[n:28][cH:29][cH:30]1)[c:16](-[c:18]1[cH:19][cH:20][c:21]([F:24])[cH:22][cH:23]1)[n:17]2.[CH3:39][CH2:40][OH:41].[H:37][H:38]>>[OH:8][c:9]1[c:10]2[n:11]([cH:12][cH:13][cH:14]1)[c:15](-[c:25]1[n:26][c:27]([NH:31][CH:32]3[CH2:33][CH2:34][CH2:35][CH2:36]3)[n:28][cH:29][cH:30]1)[c:16](-[c:18]1[cH:19][cH:20][c:21]([F:24])[cH:22][cH:23]1)[n:17]2.